This data is from the Open Reaction Database (ORD), a public repository of structured organic reaction records. The task is: describe an organic reaction: reactants, conditions, products, and yield The reactants are S(=O)(Cl)Cl (Thionyl chloride), FC1=C(C=CC(=C1)[N+](=O)[O-])CCCC(=O)O (4-(2-Fluoro-4-nitrophenyl)butanoic Acid), CN(C)C=O (DMF). Conditions: temperature -5 celsius, time 1 hour. Yields the product FC1=C(C=CC(=C1)[N+](=O)[O-])CCCC(=O)NC (4-(2-Fluoro-4-nitrophenyl)-N-methylbutanamide). Isolated yield 85.0%. As a reaction SMILES: S(Cl)(Cl)=O.[F:5][C:6]1[CH:11]=[C:10]([N+:12]([O-:14])=[O:13])[CH:9]=[CH:8][C:7]=1[CH2:15][CH2:16][CH2:17][C:18]([OH:20])=O.[CH3:21][N:22](C=O)C>>[F:5][C:6]1[CH:11]=[C:10]([N+:12]([O-:14])=[O:13])[CH:9]=[CH:8][C:7]=1[CH2:15][CH2:16][CH2:17][C:18]([NH:22][CH3:21])=[O:20]. Reported procedure: Thionyl chloride (0.01 mL, 0.11 mmol) was added slowly to a solution of 4-(2-Fluoro-4-nitrophenyl)butanoic acid (82) (20 mg, 0.09 mmol) in DMF (3 mL) cooled at −5° C. The mixture was stirred for an additional 1 h at −5° C. Excess methylamine (freshly distilled from its 40% aqueous solution) was added to the reaction medium. The second mixture was stirred for an additional 1 h. Ethyl acetate (30 mL) was added to the mixture, which was washed with brine (2×30 mL). The organic layer was dried over ... The reactants are OCc1ccc(Cc2cc(Br)ccc2Cl)cc1, C=COC(C)=O, Cc1ccccc1, CCOC(C)=O, [Na+], [Na+], O=C([O-])[O-]. Yields the product C=COCc1ccc(Cc2cc(Br)ccc2Cl)cc1. Reaction SMILES: [Br:1][c:2]1[cH:3][cH:4][c:5]([Cl:17])[c:6]([CH2:7][c:8]2[cH:9][cH:10][c:11]([CH2:14][OH:15])[cH:12][cH:13]2)[cH:16]1.[CH3:24][C:25]([O:26][CH:27]=[CH2:28])=[O:29].[CH3:30][c:31]1[cH:32][cH:33][cH:34][cH:35][cH:36]1.[CH3:37][CH2:38][O:39][C:40](=[O:41])[CH3:42].[Na+:18].[Na+:19].[O-:20][C:21](=[O:22])[O-:23]>>[Br:1][c:2]1[cH:3][cH:4][c:5]([Cl:17])[c:6]([CH2:7][c:8]2[cH:9][cH:10][c:11]([CH2:14][O:15][CH:24]=[CH2:25])[cH:12][cH:13]2)[cH:16]1. As a reaction SMILES: [Br:1][c:2]1[c:3](=[O:8])[nH:4][cH:5][cH:6][cH:7]1.[C:9](=[O:10])([O-:11])[O-:12].[CH3:17][O:18][CH2:19][CH2:20][O:21][CH3:22].[I:15][CH3:16].[K+:13].[K+:14]>>[Br:1][c:2]1[c:3](=[O:8])[n:4]([CH3:9])[cH:5][cH:6][cH:7]1. Reactants: O=c1[nH]cccc1Br, O=C([O-])[O-], COCCOC, CI, [K+], [K+]. Yields the product Cn1cccc(Br)c1=O. The reactants are C(C1=CC=CC=C1)N1C(=NC=2N(C(N(C(C12)=O)CCCC[C@@H](C)O)=O)C)C ((R)-7-benzyl-1-(5-hydroxyhexyl)-3,8-dimethylxanthine). Reagents/catalysts: [Pd] (palladium on carbon). Run in C(C)(=O)O (acetic acid), C(C)(=O)OCC (ethyl acetate). Yields the product O[C@@H](CCCCN1C(=O)N(C=2N=C(NC2C1=O)C)C)C ((R)-1-(5-Hydroxyhexyl)-3,8-dimethylxanthine). RXN SMILES: C([N:8]1[C:16]2[C:15](=[O:17])[N:14]([CH2:18][CH2:19][CH2:20][CH2:21][C@H:22]([OH:24])[CH3:23])[C:13](=[O:25])[N:12]([CH3:26])[C:11]=2[N:10]=[C:9]1[CH3:27])C1C=CC=CC=1>C(O)(=O)C.C(OCC)(=O)C.[Pd]>[OH:24][C@H:22]([CH3:23])[CH2:21][CH2:20][CH2:19][CH2:18][N:14]1[C:15](=[O:17])[C:16]2[NH:8][C:9]([CH3:27])=[N:10][C:11]=2[N:12]([CH3:26])[C:13]1=[O:25]. Reported procedure: A solution of (R)-7-benzyl-1-(5-hydroxyhexyl)-3,8-dimethylxanthine (250 mg) in a mixture of acetic acid (10 ml) and ethyl acetate (10 ml) was hydrogenated in presence of palladium on carbon (50 mg) for 12 hours. The mixture was filtered through celite (5 g) and concentrated. The residue was dissolved in ethyl acetate (100 ml), washed with saturated sodium bicarbonate solution (50 ml), dried over magnesium sulfate and concentrated. The product was purified by flash chromatography (silica gel) elu... The reactants are C(#N)C1=NC(=C(C2=CC=C(C=C12)OC1=CC=CC=C1)O)C(=O)NCC[C@@H](C(=O)OC)O ((S)-Methyl 4-(1-cyano-4-hydroxy-7-phenoxyisoquinoline-3-carboxamido)-2-hydroxybutanoate), CC(=O)OI1(C=2C=CC=CC2C(=O)O1)(OC(=O)C)OC(=O)C (Dess-Martin periodinane), [O-]S(=O)(=S)[O-].[Na+].[Na+] (Na2S2O3). Solvent: C(Cl)Cl (CH2Cl2). Reaction conditions: time 1 hour. Product: C(#N)C1=NC(=C(C2=CC=C(C=C12)OC1=CC=CC=C1)O)C(=O)NCCC(C(=O)OC)=O (Methyl 4-(1-cyano-4-hydroxy-7-phenoxyisoquinoline-3-carboxamido)-2-oxobutanoate). As a reaction SMILES: [C:1]([C:3]1[C:12]2[C:7](=[CH:8][CH:9]=[C:10]([O:13][C:14]3[CH:19]=[CH:18][CH:17]=[CH:16][CH:15]=3)[CH:11]=2)[C:6]([OH:20])=[C:5]([C:21]([NH:23][CH2:24][CH2:25][C@H:26]([OH:31])[C:27]([O:29][CH3:30])=[O:28])=[O:22])[N:4]=1)#[N:2].CC(OI1(OC(C)=O)(OC(C)=O)OC(=O)C2C=CC=CC1=2)=O.[O-]S([O-])(=S)=O.[Na+].[Na+]>C(Cl)Cl>[C:1]([C:3]1[C:12]2[C:7](=[CH:8][CH:9]=[C:10]([O:13][C:14]3[CH:15]=[CH:16][CH:17]=[CH:18][CH:19]=3)[CH:11]=2)[C:6]([OH:20])=[C:5]([C:21]([NH:23][CH2:24][CH2:25][C:26](=[O:31])[C:27]([O:29][CH3:30])=[O:28])=[O:22])[N:4]=1)#[N:2] |f:2.3.4|. Reported procedure: To a solution of (S)-Methyl 4-(1-cyano-4-hydroxy-7-phenoxyisoquinoline-3-carboxamido)-2-hydroxybutanoate (54 mg, 0.13 mmol) in anhydrous CH2Cl2 (5 mL) was added Dess-Martin periodinane (65 mg, 0.15 mmol). After stirring for 1 hour at room temperature, 2% Na2S2O3 (6 mL) was added and the resulting mixture was stirred at room temperature for 30 minutes. The layers were separated and the organic layer was washed with H2O, dried over MgSO4, concentrated, and purified by flash chromatography (0-20% E...